From a dataset of the Open Reaction Database (ORD), a public repository of structured organic reaction records. describe an organic reaction: reactants, conditions, products, and yield Starting materials: CCCC[N+](CCCC)(CCCC)CCCC, Cc1ccccc1, COc1cc(Cl)cc(C(=O)O)c1, [I-], I. Yields the product O=C(O)c1cc(O)cc(Cl)c1. RXN SMILES: [CH2:22]([N+:23]([CH2:24][CH2:25][CH2:26][CH3:27])([CH2:28][CH2:29][CH2:30][CH3:31])[CH2:32][CH2:33][CH2:34][CH3:35])[CH2:36][CH2:37][CH3:38].[CH3:14][c:15]1[cH:16][cH:17][cH:18][cH:19][cH:20]1.[Cl:2][c:3]1[cH:4][c:5]([C:6](=[O:7])[OH:8])[cH:9][c:10]([O:12][CH3:13])[cH:11]1.[I-:21].[I:1]>>[Cl:2][c:3]1[cH:4][c:5]([C:6](=[O:7])[OH:8])[cH:9][c:10]([OH:12])[cH:11]1.